From a dataset of the Open Reaction Database (ORD), a public repository of structured organic reaction records. describe an organic reaction: reactants, conditions, products, and yield Reactants: COC=1C=C(C(=O)OCC)C=CC1OCCNCCC(CC1=CC(=C(C=C1)NC(=O)NC1=C(C=CC=C1)F)OC)=O (ethyl 3-methoxy-4-[2-[3-methoxy-4-[N′-(2-fluorophenyl)ureido]phenylacetyl]ethylaminoethoxy]benzoate), [OH-].[Na+] (NaOH), Cl (HCl). Run in C1CCOC1 (THF). The product is COC=1C=C(C(=O)O)C=CC1OCCNCCC(CC1=CC(=C(C=C1)NC(=O)NC1=C(C=CC=C1)F)OC)=O (3-methoxy-4-[2-[3-methoxy-4-[N′-(2-fluorophenyl)ureido]phenylacetyl]ethylaminoethoxy]benzoic acid). Isolated yield 46.3%. As a reaction SMILES: [CH3:1][O:2][C:3]1[CH:4]=[C:5]([CH:11]=[CH:12][C:13]=1[O:14][CH2:15][CH2:16][NH:17][CH2:18][CH2:19][C:20](=[O:41])[CH2:21][C:22]1[CH:27]=[CH:26][C:25]([NH:28][C:29]([NH:31][C:32]2[CH:37]=[CH:36][CH:35]=[CH:34][C:33]=2[F:38])=[O:30])=[C:24]([O:39][CH3:40])[CH:23]=1)[C:6]([O:8]CC)=[O:7].[OH-].[Na+].Cl>C1COCC1>[CH3:1][O:2][C:3]1[CH:4]=[C:5]([CH:11]=[CH:12][C:13]=1[O:14][CH2:15][CH2:16][NH:17][CH2:18][CH2:19][C:20](=[O:41])[CH2:21][C:22]1[CH:27]=[CH:26][C:25]([NH:28][C:29]([NH:31][C:32]2[CH:37]=[CH:36][CH:35]=[CH:34][C:33]=2[F:38])=[O:30])=[C:24]([O:39][CH3:40])[CH:23]=1)[C:6]([OH:8])=[O:7] |f:1.2|. Procedure details: To a stirred solution of ethyl 3-methoxy-4-[2-[3-methoxy-4-[N′-(2-fluorophenyl)ureido]phenylacetyl]ethylaminoethoxy]benzoate (160 mg, 0.28 mmol) in THF (5 mL) was added 0.25 N NaOH (5 mL) and the resulting mixture was the heated under reflux overnight. The mixture was poured into 1 N HCl and the solid was collected. The crude solid was recrystallized from EtOH—CHCl3-n-hexane to give 70 mg (46%) 3-methoxy-4-[2-[3-methoxy-4-[N′-(2-fluorophenyl)ureido]phenylacetyl]ethylaminoethoxy]benzoic acid 258 ... The reactants are C(C1=CC=CC=C1)OC(C1=CC(=C(C=C1)Br)C)=O (4-bromo-3-methyl-benzoic acid benzyl ester), C(C=C)(=O)OC (methyl acrylate), C(C)(C)N(CC)C(C)C (diisopropylethyl amine). Reaction conditions: temperature 110 celsius. Product: C(C1=CC=CC=C1)OC(C1=CC(=C(C=C1)C=CC(=O)OC)C)=O (4-(2-Methoxycarbonyl-vinyl)-3-methyl-benzoic acid benzyl ester). Yield: 84.7%. As a reaction SMILES: [CH2:1]([O:8][C:9](=[O:18])[C:10]1[CH:15]=[CH:14][C:13](Br)=[C:12]([CH3:17])[CH:11]=1)[C:2]1[CH:7]=[CH:6][CH:5]=[CH:4][CH:3]=1.[C:19]([O:23][CH3:24])(=[O:22])[CH:20]=[CH2:21].C(N(C(C)C)CC)(C)C>>[CH2:1]([O:8][C:9](=[O:18])[C:10]1[CH:15]=[CH:14][C:13]([CH:21]=[CH:20][C:19]([O:23][CH3:24])=[O:22])=[C:12]([CH3:17])[CH:11]=1)[C:2]1[CH:7]=[CH:6][CH:5]=[CH:4][CH:3]=1. Procedure details: To a solution of 4-bromo-3-methyl-benzoic acid benzyl ester (36 g, 118 mmol) in propronitrile (1000 mL) is added methyl acrylate (43.3 mL) and diisopropylethyl amine (42 mL), the solution is degassed and filled with nitrogen for three times. To this mixture are added tri-o-tolyl-phosphane (14.5 g) and palladium acetate (5.34 g) under nitrogen, then heated at 110° C. overnight, cooled to room temperature, filtered through celite. The solvent is evaporated, the residue is taken into ethyl acetate ... Reactants: O (water), C(C)(C)(C)OC(NC1C(NOC1)=O)=O ((3-Oxo-isoxazolidin-4-yl)-carbamic acid tert-butyl ester), C(I)I (methylene iodide), CC(C)([O-])C.[K+] (potassium t-butoxide). Run in CN(C=O)C (dimethylformamide). Conditions: temperature 0 celsius, time 1 hour. Yields the product C(C)(C)(C)OC(N[C@H]1C(N(OC1)C)=O)=O (((R)-2-methyl-3-oxo-isoxazolidin-4-yl)-carbamic acid tert-butyl ester). Isolated yield 13.0%. Reaction SMILES: [C:1]([O:5][C:6](=[O:14])[NH:7][CH:8]1[CH2:12][O:11][NH:10][C:9]1=[O:13])([CH3:4])([CH3:3])[CH3:2].[CH3:15]C(C)([O-])C.[K+].C(I)I.O>CN(C)C=O>[C:1]([O:5][C:6](=[O:14])[NH:7][C@@H:8]1[CH2:12][O:11][N:10]([CH3:15])[C:9]1=[O:13])([CH3:4])([CH3:2])[CH3:3] |f:1.2|. Reported procedure: (3-Oxo-isoxazolidin-4-yl)-carbamic acid tert-butyl ester (1.01 g, prepared from (D)-cycloserine as described in Chem. Pharm. Bull. 2002, 50(4) 554-557) was dissolved in dimethylformamide (5 ml), the solution was cooled to 0° C. and 616 mg of potassium t-butoxide was added portionwise. The reaction mixture was stirred at 0° C. for 1 hour then 710 mg methylene iodide was added and the reaction mixture was stirred for 3 hours at room temperature. The reaction mixture was poured into water and extra... Reactants: CC(C)c1ccc2ncc(C(=O)O)c(O)c2c1, O=S(Cl)Cl, c1ccccc1. Yields the product [Cl-], CC(C)c1ccc2ncc(C(=O)O)c(O)c2c1. RXN SMILES: [OH:5][c:6]1[c:7]([C:19](=[O:20])[OH:21])[cH:8][n:9][c:10]2[cH:11][cH:12][c:13]([CH:16]([CH3:17])[CH3:18])[cH:14][c:15]12.[S:1]([Cl:2])([Cl:3])=[O:4].[cH:22]1[cH:23][cH:24][cH:25][cH:26][cH:27]1>>[Cl-:3].[OH:5][c:6]1[c:7]([C:19](=[O:20])[OH:21])[cH:8][n:9][c:10]2[cH:11][cH:12][c:13]([CH:16]([CH3:17])[CH3:18])[cH:14][c:15]12. Starting materials: O=C([O-])[O-], COc1cc(CC(=O)NCCCc2ccc(C)c(C)c2)ccc1OCCBr, CN(C)c1ccccn1, CN, [K+], [K+], C1CCOC1. Yields the product CNCCOc1ccc(CC(=O)NCCCc2ccc(C)c(C)c2)cc1OC. Reaction SMILES: [C:37](=[O:38])([O-:39])[O-:40].[CH3:1][c:2]1[cH:3][c:4]([CH2:9][CH2:10][CH2:11][NH:12][C:13]([CH2:14][c:15]2[cH:16][c:17]([O:25][CH3:26])[c:18]([O:21][CH2:22][CH2:23][Br:24])[cH:19][cH:20]2)=[O:27])[cH:5][cH:6][c:7]1[CH3:8].[CH3:28][N:29]([c:30]1[cH:31][cH:32][cH:33][cH:34][n:35]1)[CH3:36].[CH3:43][NH2:44].[K+:41].[K+:42].[O:45]1[CH2:46][CH2:47][CH2:48][CH2:49]1>>[CH3:1][c:2]1[cH:3][c:4]([CH2:9][CH2:10][CH2:11][NH:12][C:13]([CH2:14][c:15]2[cH:16][c:17]([O:25][CH3:26])[c:18]([O:21][CH2:22][CH2:23][NH:29][CH3:28])[cH:19][cH:20]2)=[O:27])[cH:5][cH:6][c:7]1[CH3:8]. The reactants are C(C)OC(C=C1CN(C1)C(=O)OC(C)(C)C)=O (tert-butyl 3-(2-ethoxy-2-oxoethylidene)azetidine-1-carboxylate), [RhCl(COD)]2, [OH-].[K+] (KOH), BrC=1C=C(C=CC1)B(O)O ((3-bromophenyl)boronic acid). Run in O1CCOCC1 (dioxane), O1CCOCC1 (dioxane), [Cl-].[Na+].O (Brine). Yields the product BrC=1C=C(C=CC1)C1(CN(C1)C(=O)OC(C)(C)C)CC(=O)OCC (tert-Butyl 3-(3-bromophenyl)-3-(2-ethoxy-2-oxoethyl)azetidine-1-carboxylate). The yield is 79.0%. Reaction SMILES: [OH-].[K+].[Br:3][C:4]1[CH:5]=[C:6](B(O)O)[CH:7]=[CH:8][CH:9]=1.[CH2:13]([O:15][C:16](=[O:29])[CH:17]=[C:18]1[CH2:21][N:20]([C:22]([O:24][C:25]([CH3:28])([CH3:27])[CH3:26])=[O:23])[CH2:19]1)[CH3:14]>O1CCOCC1.[Cl-].[Na+].O>[Br:3][C:4]1[CH:5]=[C:6]([C:18]2([CH2:17][C:16]([O:15][CH2:13][CH3:14])=[O:29])[CH2:19][N:20]([C:22]([O:24][C:25]([CH3:28])([CH3:27])[CH3:26])=[O:23])[CH2:21]2)[CH:7]=[CH:8][CH:9]=1 |f:0.1,5.6.7|. Reported procedure: To a solution of [RhCl(COD)]2 (63 mg, 0.031 mmol) in dioxane (10 mL) was added aqueous KOH (1.5M, 8.29 mmol, 5.53 mL), followed by (3-bromophenyl)boronic acid (1.67 g, 8.29 mmol). Then a solution of the tert-butyl 3-(2-ethoxy-2-oxoethylidene)azetidine-1-carboxylate in dioxane (7.5 mL) was added. The reaction mixture was microwaved at 100° C. for 5 min at 300 W. Brine was added and the mixture was extracted twice with ethyl acetate. The combined organics were washed with brine and then dried (MgS...